This data is from the Open Reaction Database (ORD), a public repository of structured organic reaction records. The task is: describe an organic reaction: reactants, conditions, products, and yield Reactants: [Na] (sodium), [C]=O (carbon monoxide), ice water, methyl ester, C1(=CC=CC2=CC=CC=C12)CC(=O)O (α-naphthylacetic acid), CC[O-].[Na+] (sodium ethylate), [Na] (sodium). The solvent is C1(=CC=CC=C1)C (toluene), C1(=CC=CC=C1)C (toluene). Product: methyl ester, OC=C(C(=O)O)C1=CC=CC2=CC=CC=C12 (α-hydroxymethylene-α-naphthylacetic acid). Yield: 99.5%. RXN SMILES: [C:1]1([CH2:11][C:12]([OH:14])=[O:13])[C:10]2[C:5](=[CH:6][CH:7]=[CH:8][CH:9]=2)[CH:4]=[CH:3][CH:2]=1.C[CH2:16][O-:17].[Na+].[C]=O.[Na]>C1(C)C=CC=CC=1>[OH:17][CH:16]=[C:11]([C:1]1[C:10]2[C:5](=[CH:6][CH:7]=[CH:8][CH:9]=2)[CH:4]=[CH:3][CH:2]=1)[C:12]([OH:14])=[O:13] |f:1.2,^3:18,^1:20|. Procedure details: 174 Parts by weight of the methyl ester of α-naphthylacetic acid, 48.1 parts by weight of sodium ethylate, and 450 parts by weight of toluene were heated to 80° C. under a carbon monoxide pressure of 100 bar. Since the carbon monoxide consumed was replaced, the pressure varied between 90 and 100 bar. Upon completion of the reaction the batch was cooled and the unreacted carbon monoxide pumped off. The suspension of the sodium salt in toluene was added to 1 l of ice water and, after dissolution o... Starting materials: CC1=C(C=CC(=C1)C)O (2,4-dimethylphenol), C1(=CC=C(C=C1)S(=O)(=O)O)C (p-toluenesulfonic acid), product, CC(C)=C (isobutylene). The solvent is C1(=CC=CC=C1)C (toluene). Yields the product CC1=C(C(=CC(=C1)C)C(C)(C)C)O (2,4-Dimethyl-6-t-butylphenol). Yield: 2443.9%. RXN SMILES: [CH3:1][C:2]1[CH:7]=[C:6]([CH3:8])[CH:5]=[CH:4][C:3]=1[OH:9].[C:10]1([CH3:20])[CH:15]=CC(S(O)(=O)=O)=C[CH:11]=1.CC(=C)C>C1(C)C=CC=CC=1>[CH3:1][C:2]1[CH:7]=[C:6]([CH3:8])[CH:5]=[C:4]([C:10]([CH3:20])([CH3:15])[CH3:11])[C:3]=1[OH:9]. Reported procedure: To a 1 liter flask equipped with a condenser, over-head stirrer, and gas inlet tube was added 2,4-dimethylphenol (200 g, 1.64 m.), toluene (400 ml), and p-toluenesulfonic acid (10 g). After heating this solution to reflux, isobutylene was added continuously for 14 hrs. Upon cooling, the solution was washed twice with water (400 ml), dried (MgSO4), and the solvent evaporated to afford a dark brown liquid. GC confirmed that this liquid was about 72% product. Distillation afforded 253 g (86.6%) of ... Reactants: COC(=O)[C@H]1N(CCC1)S(=O)(=O)C1=CN=C(S1)NC(=O)N(C1=CC(=C(C=C1)F)F)CC1CCCC1 ((S)-1-{2-[3-cyclopentylmethyl-3-(3,4-difluoro-phenyl)-ureido]-thiazole-5-sulfonyl}-pyrrolidine-2-carboxylic acid methyl ester), C1(CCCC1)C=O (cyclopentanecarbaldehyde), COC(=O)[C@H]1N(CCC1)S(=O)(=O)C1=CN=C(S1)N ((S)-1-(2-amino-thiazole-5-sulfonyl)-pyrrolidine-2-carboxylic acid methyl ester), C1(CCCC1)CN(C(NC=1SC=C(N1)CC(=O)O)=O)C1=CC(=C(C=C1)F)F ({2-[3-cyclopentylmethyl-3-(3,4-difluoro-phenyl)-ureido]-thiazol-4-yl}-acetic acid), FC=1C=C(N)C=CC1F (3,4-difluoroaniline). Yields the product C1(CCCC1)CN(C(NC=1SC(=CN1)S(=O)(=O)N1[C@@H](CCC1)C(=O)O)=O)C1=CC(=C(C=C1)F)F ((S)-1-{2-[3-Cyclopentylmethyl-3-(3,4-difluoro-phenyl)-ureido]-thiazole-5-sulfonyl}-pyrrolidine-2-carboxylic acid). As a reaction SMILES: C[O:2][C:3]([C@@H:5]1[CH2:9][CH2:8][CH2:7][N:6]1[S:10]([C:13]1[S:17][C:16]([NH:18][C:19]([N:21]([CH2:30][CH:31]2[CH2:35][CH2:34][CH2:33][CH2:32]2)[C:22]2[CH:27]=[CH:26][C:25]([F:28])=[C:24]([F:29])[CH:23]=2)=[O:20])=[N:15][CH:14]=1)(=[O:12])=[O:11])=[O:4].C1(CN(C2C=CC(F)=C(F)C=2)C(=O)NC2SC=C(CC(O)=O)N=2)CCCC1.FC1C=C(C=CC=1F)N.C1(C=O)CCCC1.COC([C@@H]1CCCN1S(C1SC(N)=NC=1)(=O)=O)=O>>[CH:31]1([CH2:30][N:21]([C:22]2[CH:27]=[CH:26][C:25]([F:28])=[C:24]([F:29])[CH:23]=2)[C:19](=[O:20])[NH:18][C:16]2[S:17][C:13]([S:10]([N:6]3[CH2:7][CH2:8][CH2:9][C@H:5]3[C:3]([OH:4])=[O:2])(=[O:12])=[O:11])=[CH:14][N:15]=2)[CH2:32][CH2:33][CH2:34][CH2:35]1. Procedure details: The title compound was prepared via (S)-1-{2-[3-cyclopentylmethyl-3-(3,4-difluoro-phenyl)-ureido]-thiazole-5-sulfonyl}-pyrrolidine-2-carboxylic acid methyl ester in a similar manner as described for the synthesis of {2-[3-cyclopentylmethyl-3-(3,4-difluoro-phenyl)-ureido]-thiazol-4-yl}-acetic acid, using 3,4-difluoroaniline, cyclopentanecarbaldehyde and (S)-1-(2-amino-thiazole-5-sulfonyl)-pyrrolidine-2-carboxylic acid methyl ester. Starting materials: ClC=1C=C(C=CC1OC(C)C)C1=NC(=NO1)C=1C=CC=C2C(=CN(C12)C)CC=O ([7-(5-{3-chloro-4-[(1-methylethyl)oxy]phenyl}-1,2,4-oxadiazol-3-yl)-1-methyl-1H-indol-3-yl]acetaldehyde), [BH4-].[Na+] (sodium borohydride). Run in C1CCOC1 (THF), C(C)O (ethanol). Conditions: temperature 20 celsius, time 2 hour. Yields the product ClC=1C=C(C=CC1OC(C)C)C1=NC(=NO1)C=1C=CC=C2C(=CN(C12)C)CCO (2-[7-(5-{3-chloro-4-[(1-methylethyl)oxy]phenyl}-1,2,4-oxadiazol-3-yl)-1-methyl-1H-indol-3-yl]ethanol). The yield is 89.6%. Reaction SMILES: [Cl:1][C:2]1[CH:3]=[C:4]([C:12]2[O:16][N:15]=[C:14]([C:17]3[CH:18]=[CH:19][CH:20]=[C:21]4[C:25]=3[N:24]([CH3:26])[CH:23]=[C:22]4[CH2:27][CH:28]=[O:29])[N:13]=2)[CH:5]=[CH:6][C:7]=1[O:8][CH:9]([CH3:11])[CH3:10].[BH4-].[Na+]>C1COCC1.C(O)C>[Cl:1][C:2]1[CH:3]=[C:4]([C:12]2[O:16][N:15]=[C:14]([C:17]3[CH:18]=[CH:19][CH:20]=[C:21]4[C:25]=3[N:24]([CH3:26])[CH:23]=[C:22]4[CH2:27][CH2:28][OH:29])[N:13]=2)[CH:5]=[CH:6][C:7]=1[O:8][CH:9]([CH3:10])[CH3:11] |f:1.2|. Procedure details: To a solution of [7-(5-{3-chloro-4-[(1-methylethyl)oxy]phenyl}-1,2,4-oxadiazol-3-yl)-1-methyl-1H-indol-3-yl]acetaldehyde (D88) (500 mg) in THF (15 mL) and ethanol (15 mL) was added sodium borohydride (185 mg) in portion during 5 mins. The reaction mixture was stirred at 20° C. for 2 h. The reaction mixture was partitioned between ethyl acetate (50 mL) and water (50 mL). The organic phase was washed with water, 2 M hydrochloric acid and saturated brine, dried over sodium sulphate and evaporated t... The reactants are S(=O)(Cl)Cl (thionyl chloride), CN(C)C=O (DMF), COCCOC=1C(=C(C(=O)O)C=CC1S(=O)(=O)C)C (3-(2-Methoxyethoxy)-2-methyl-4-(methylsulfonyl)benzoic acid). Run in C1(=CC=CC=C1)C (toluene), C1(=CC=CC=C1)C (toluene). Reaction conditions: temperature 100 celsius, time 2 hour. The product is COCCOC=1C(=C(C(=O)Cl)C=CC1S(=O)(=O)C)C (3-(2-methoxyethoxy)-2-methyl-4-(methylsulfonyl)benzoyl chloride). RXN SMILES: [CH3:1][O:2][CH2:3][CH2:4][O:5][C:6]1[C:7]([CH3:19])=[C:8]([CH:12]=[CH:13][C:14]=1[S:15]([CH3:18])(=[O:17])=[O:16])[C:9](O)=[O:10].S(Cl)([Cl:22])=O.CN(C=O)C>C1(C)C=CC=CC=1>[CH3:1][O:2][CH2:3][CH2:4][O:5][C:6]1[C:7]([CH3:19])=[C:8]([CH:12]=[CH:13][C:14]=1[S:15]([CH3:18])(=[O:17])=[O:16])[C:9]([Cl:22])=[O:10]. Procedure details: 3-(2-Methoxyethoxy)-2-methyl-4-(methylsulfonyl)benzoic acid (100 g) and toluene (300 mL) were mixed, and thionyl chloride (47.5 g) and DMF (2.5 g) were added, followed by heating and stirring at 100° C. for 2 hours. After completion of the reaction, 180 mL of toluene was distilled off under reduced pressure to obtain a solution of 3-(2-methoxyethoxy)-2-methyl-4-(methylsulfonyl)benzoyl chloride. Starting materials: N#CCCCCBr, COc1cc(C(=O)N2CCC(CCN3CCCN(c4nc5ccccc5[nH]4)CC3)(c3ccccc3)C2)cc(OC)c1OC, CN(C)C=O, ClCCl, [H-], [Na+], O. The product is COc1cc(C(=O)N2CCC(CCN3CCCN(c4nc5ccccc5n4CCCCC#N)CC3)(c3ccccc3)C2)cc(OC)c1OC. Reaction SMILES: [Br:51][CH2:52][CH2:53][CH2:54][CH2:55][C:56]#[N:57].[CH3:1][O:2][c:3]1[cH:4][c:5]([C:6](=[O:7])[N:8]2[CH2:9][C:10]([c:13]3[cH:14][cH:15][cH:16][cH:17][cH:18]3)([CH2:19][CH2:20][N:21]3[CH2:22][CH2:23][N:24]([c:28]4[n:29][c:30]5[c:31]([nH:32]4)[cH:33][cH:34][cH:35][cH:36]5)[CH2:25][CH2:26][CH2:27]3)[CH2:11][CH2:12]2)[cH:37][c:38]([O:42][CH3:43])[c:39]1[O:40][CH3:41].[CH3:44][N:45]([CH3:46])[CH:47]=[O:48].[Cl:58][CH2:59][Cl:60].[H-:49].[Na+:50].[OH2:61]>>[CH3:1][O:2][c:3]1[cH:4][c:5]([C:6](=[O:7])[N:8]2[CH2:9][C:10]([c:13]3[cH:14][cH:15][cH:16][cH:17][cH:18]3)([CH2:19][CH2:20][N:21]3[CH2:22][CH2:23][N:24]([c:28]4[n:29]([CH2:52][CH2:53][CH2:54][CH2:55][C:56]#[N:57])[c:30]5[c:31]([n:32]4)[cH:33][cH:34][cH:35][cH:36]5)[CH2:25][CH2:26][CH2:27]3)[CH2:11][CH2:12]2)[cH:37][c:38]([O:42][CH3:43])[c:39]1[O:40][CH3:41]. Reactants: CC=1C=C(C=C(C1NC(COC)=O)C)O (3,5-Dimethyl-4-methoxyacetamidophenol). Reagents/catalysts: CN=C=O (methyl isocyanate), C1(=CC=CC=C1)CC#N (benzeneacetonitrile), C(C)N(CC)CC (triethylamine). Reaction conditions: time 2 day. Product: CNC(OC1=CC(=C(C(=C1)C)NC(COC)=O)C)=O (3,5-Dimethyl-4-(methoxyacetamido)phenyl N-methylcarbamate). Reaction SMILES: [CH3:1][C:2]1[CH:3]=[C:4]([OH:15])[CH:5]=[C:6]([CH3:14])[C:7]=1[NH:8][C:9](=[O:13])[CH2:10][O:11][CH3:12]>CN=C=O.C1(CC#N)C=CC=CC=1.C(N(CC)CC)C>[CH3:7][NH:8][C:9](=[O:13])[O:15][C:4]1[CH:3]=[C:2]([CH3:1])[C:7]([NH:8][C:9](=[O:13])[CH2:10][O:11][CH3:12])=[C:6]([CH3:14])[CH:5]=1. Procedure: 3,5-Dimethyl-4-methoxyacetamidophenol (0.8g., 0.0038 mole, m.p. 169°-73° C., prepared by reaction of methoxyacetyl chloride with 3,5-dimethyl-4-aminophenol) was reacted with methyl isocyanate (0.245g., 0.004 mole) in benzeneacetonitrile using a few drops of triethylamine as a catalyst. After stirring the initially clear reaction solution for about two days, the precipitated product was filtered (0.6g., m.p. 179.5°-82° C.).